From a dataset of the Open Reaction Database (ORD), a public repository of structured organic reaction records. describe an organic reaction: reactants, conditions, products, and yield Starting materials: FC1=CC=C(C=C1)C(CN)(N)C=1C=NC2=CC=CN=C2C1 (1-(4-fluorophenyl)-1-(1,5-naphthyridin-3-yl)-1,2-ethanediamine), COC(=N)C1=CC(=CC=C1)C#N (3-cyanobenzeneimidic acid methyl ester), C(Cl)(Cl)Cl (chloroform). The solvent is CO (methanol). Run at time 19 hour. Yields the product C(#N)C=1C=C(C=CC1)C=1NCC(N1)(C=1C=NC2=CC=CN=C2C1)C1=CC=C(C=C1)F (2-(3-cyanophenyl)-4-(4-fluorophenyl)-4-(1,5-naphthyridin-3-yl)-2-imidazoline). Yield: 33.8%. RXN SMILES: [F:1][C:2]1[CH:7]=[CH:6][C:5]([C:8]([C:12]2[CH:13]=[N:14][C:15]3[C:20]([CH:21]=2)=[N:19][CH:18]=[CH:17][CH:16]=3)([NH2:11])[CH2:9][NH2:10])=[CH:4][CH:3]=1.CO[C:24]([C:26]1[CH:31]=[CH:30][CH:29]=[C:28]([C:32]#N)[CH:27]=1)=[NH:25].C(Cl)(Cl)Cl>CO>[C:24]([C:26]1[CH:27]=[C:28]([C:32]2[NH:10][CH2:9][C:8]([C:5]3[CH:6]=[CH:7][C:2]([F:1])=[CH:3][CH:4]=3)([C:12]3[CH:13]=[N:14][C:15]4[C:20]([CH:21]=3)=[N:19][CH:18]=[CH:17][CH:16]=4)[N:11]=2)[CH:29]=[CH:30][CH:31]=1)#[N:25]. Reported procedure: To a solution of 1-(4-fluorophenyl)-1-(1,5-naphthyridin-3-yl)-1,2-ethanediamine (17 mg) in methanol (1 mL) was added 3-cyanobenzeneimidic acid methyl ester (23 mg), and the mixture was stirred at room temperature for 19 hrs. To the reaction mixture was added chloroform and insolubles were removed by filtration, followed by concentration of the filtrate in vacuo. The residue was purified by preparative thin-layer chromatography (100% ethyl acetate) to give the objective compound (8.0 mg). Starting materials: C1(=C(C(=C(C(=C1F)F)F)N)F)N.Cl.Cl (dihydrochloride), [N+](=O)([O-])C1=CC(=C(C=C1)NCCNCCO)C (2-[2-(4-nitro-2-methylphenylamino)ethylamino]ethanol). Reagents/catalysts: [Zn].[Cl-].[NH4+].O.C(C)O (zinc ammonium chloride water ethanol). Product: Cl.Cl.NC1=CC(=C(C=C1)NCCNCCO)C (2-[2-(4-amino-2-methylphenylamino)ethylamino]ethanol dihydrochloride). Reaction SMILES: [N+:1]([C:4]1[CH:9]=[CH:8][C:7]([NH:10][CH2:11][CH2:12][NH:13][CH2:14][CH2:15][OH:16])=[C:6]([CH3:17])[CH:5]=1)([O-])=O.C1(N)C(F)=C(F)C(F)=C(N)C=1F.[ClH:30].Cl>[Zn].[Cl-].[NH4+].O.C(O)C>[ClH:30].[ClH:30].[NH2:1][C:4]1[CH:9]=[CH:8][C:7]([NH:10][CH2:11][CH2:12][NH:13][CH2:14][CH2:15][OH:16])=[C:6]([CH3:17])[CH:5]=1 |f:1.2.3,4.5.6.7.8,9.10.11|. Reported procedure: The 2-[2-(4-nitro-2-methylphenylamino)ethylamino]ethanol (5) obtained above was reduced with a boiling zinc/ammonium chloride/water/ethanol mixture. The corresponding amine was isolated in dihydrochloride form. Starting materials: ClCCl, [Na+], CC(O)c1ccccc1-c1ccc(C(=O)N2Cc3ccc(C(=O)NCc4cccnc4)n3Cc3ccccc32)cc1, O=C([O-])O, O=C(OO)c1cccc(Cl)c1. The product is CC(O)c1ccccc1-c1ccc(C(=O)N2Cc3ccc(C(=O)NCc4ccc[n+]([O-])c4)n3Cc3ccccc32)cc1. RXN SMILES: [Cl:58][CH2:59][Cl:60].[Na+:42].[OH:1][CH:2]([CH3:3])[c:4]1[c:5](-[c:10]2[cH:11][cH:12][c:13]([C:16](=[O:17])[N:18]3[CH2:19][c:20]4[n:21]([c:29]([C:32](=[O:33])[NH:34][CH2:35][c:36]5[cH:37][n:38][cH:39][cH:40][cH:41]5)[cH:30][cH:31]4)[CH2:22][c:23]4[c:24]3[cH:25][cH:26][cH:27][cH:28]4)[cH:14][cH:15]2)[cH:6][cH:7][cH:8][cH:9]1.[OH:43][C:44](=[O:45])[O-:46].[OH:47][O:48][C:49]([c:50]1[cH:51][c:52]([Cl:53])[cH:54][cH:55][cH:56]1)=[O:57]>>[OH:1][CH:2]([CH3:3])[c:4]1[c:5](-[c:10]2[cH:11][cH:12][c:13]([C:16](=[O:17])[N:18]3[CH2:19][c:20]4[n:21]([c:29]([C:32](=[O:33])[NH:34][CH2:35][c:36]5[cH:37][n+:38]([O-:43])[cH:39][cH:40][cH:41]5)[cH:30][cH:31]4)[CH2:22][c:23]4[c:24]3[cH:25][cH:26][cH:27][cH:28]4)[cH:14][cH:15]2)[cH:6][cH:7][cH:8][cH:9]1. Starting materials: NC=1C=CC2=C(N(C(C=C3N2C(N=N3)=O)=O)C3=CC=CC=C3)C1 (8-amino-6-phenyl-1H-s-triazolo[4,3-a] [1,5]-benzodiazepine-1,5-dione), C(C)(=O)OC(C)=O (acetic anhydride). The solvent is N1=CC=CC=C1 (pyridine). The product is C(C)(=O)NC=1C=CC2=C(N(C(C=C3N2C(N=N3)=O)=O)C3=CC=CC=C3)C1 (8-acetamido-6-phenyl-1H-s-triazolo[4,3-a] [1,5]benzodiazepine-1,5-dione). RXN SMILES: [NH2:1][C:2]1[CH:3]=[CH:4][C:5]2[N:11]3[C:12](=[O:15])[N:13]=[N:14][C:10]3=[CH:9][C:8](=[O:16])[N:7]([C:17]3[CH:22]=[CH:21][CH:20]=[CH:19][CH:18]=3)[C:6]=2[CH:23]=1.[C:24](OC(=O)C)(=[O:26])[CH3:25]>N1C=CC=CC=1>[C:24]([NH:1][C:2]1[CH:3]=[CH:4][C:5]2[N:11]3[C:12](=[O:15])[N:13]=[N:14][C:10]3=[CH:9][C:8](=[O:16])[N:7]([C:17]3[CH:22]=[CH:21][CH:20]=[CH:19][CH:18]=3)[C:6]=2[CH:23]=1)(=[O:26])[CH3:25]. Reported procedure: 2.91 g of 8-amino-6-phenyl-1H-s-triazolo[4,3-a] [1,5]-benzodiazepine-1,5-dione and 1.02 g of acetic anhydride in 50 ml pyridine is stirred for 12 hours then refluxed for 30 minutes. The reaction is evaporated; the residue is taken up in chloroform, washed with dilute aqueous sodium bicarbonate, with water and dried. The solvent is evaporated to give the title compound.